From a dataset of the Open Reaction Database (ORD), a public repository of structured organic reaction records. describe an organic reaction: reactants, conditions, products, and yield Reactants: C(C1=CC=CC=C1)NCC(C(=O)OC)C(O)C1=CC(=C(C=C1)F)Cl (methyl (2RS,3RS)-2-[(benzylamino)methyl]-3-(3-chloro-4-fluorophenyl)-3-hydroxypropanoate), [Cl-].[Ca+2].[Cl-] (calcium chloride), Cl (hydrochloric acid), [BH4-].[Na+] (sodium borohydride), [OH-].[Na+] (sodium hydroxide). Solvent: C1CCOC1 (THF), C(C)O (ethanol), C1CCOC1 (THF), C(C)O (ethanol). Run at time 30 minute. Product: C(C1=CC=CC=C1)NCC(C(O)C1=CC(=C(C=C1)F)Cl)CO ((1RS,2SR)-2-[(benzylamino)methyl]-1-(3-chloro-4-fluorophenyl) propane-1,3-diol), crude product. Reaction SMILES: [Cl-].[Ca+2].[Cl-].[BH4-].[Na+].[CH2:6]([NH:13][CH2:14][CH:15]([CH:20]([C:22]1[CH:27]=[CH:26][C:25]([F:28])=[C:24]([Cl:29])[CH:23]=1)[OH:21])[C:16](OC)=[O:17])[C:7]1[CH:12]=[CH:11][CH:10]=[CH:9][CH:8]=1.Cl.[OH-].[Na+]>C1COCC1.C(O)C>[CH2:6]([NH:13][CH2:14][CH:15]([CH2:16][OH:17])[CH:20]([C:22]1[CH:27]=[CH:26][C:25]([F:28])=[C:24]([Cl:29])[CH:23]=1)[OH:21])[C:7]1[CH:12]=[CH:11][CH:10]=[CH:9][CH:8]=1 |f:0.1.2,3.4,7.8|. Procedure details: To a suspension of calcium chloride (5.66 g) in THF (80 ml) and ethanol (50 mL) was added sodium borohydride (2.57 g), and the mixture was stirred at room temperature for 30 min. To the reaction mixture was added a solution of methyl (2RS,3RS)-2-[(benzylamino)methyl]-3-(3-chloro-4-fluorophenyl)-3-hydroxypropanoate (12.0 g) in THF (20 mL) and ethanol (20 ml) under ice-cooling, and the mixture was stirred at room temperature for 4 hr. To the reaction mixture was added aqueous 1 N hydrochloric acid... The yield is 19.7%. Procedure details: A mixture of 7 parts of 5-[1-(1H-imidazol-1-yl)-2-butynyl]-1-methyl-1H-benzotriazole, 0.1 parts of quinoline, 54 parts of ethyl acetate and 32 parts of ethanol was hydrogenated at 931.00 Pa and at room temperature with 0.3 parts of palladium-on-charcoal catalyst 10%. After the calculated amount of hydrogen was taken up, the catalyst was filtered off over diatomaceous earth and the filtrate was evaporated. The residue was purified by column chromatography over silica gel using a mixture of dichlo... Starting materials: [H][H] (hydrogen), N1(C=NC=C1)C(C#CC)C1=CC2=C(N(N=N2)C)C=C1 (5-[1-(1H-imidazol-1-yl)-2-butynyl]-1-methyl-1H-benzotriazole), N1=CC=CC2=CC=CC=C12 (quinoline), C(C)(=O)OCC (ethyl acetate). Run in C(C)O (ethanol). Yields the product N1(C=NC=C1)C(C=CC)C1=CC2=C(N(N=N2)C)C=C1 (5-[1-(1H-imidazol-1-yl)-2-butenyl]-1-methyl-1H-benzotriazole). As a reaction SMILES: [N:1]1([CH:6]([C:10]2[CH:19]=[CH:18][C:13]3[N:14]([CH3:17])[N:15]=[N:16][C:12]=3[CH:11]=2)[C:7]#[C:8][CH3:9])[CH:5]=[CH:4][N:3]=[CH:2]1.N1C2C(=CC=CC=2)C=CC=1.C(OCC)(=O)C.[H][H]>[Pd].C(O)C>[N:1]1([CH:6]([C:10]2[CH:19]=[CH:18][C:13]3[N:14]([CH3:17])[N:15]=[N:16][C:12]=3[CH:11]=2)[CH:7]=[CH:8][CH3:9])[CH:5]=[CH:4][N:3]=[CH:2]1. The reagents and catalysts are [Pd] (palladium-on-charcoal). Starting materials: P(=O)(Cl)(Cl)Cl (Phosphorous oxychloride), [OH-].[Na+] (NaOH), CN(C)C=O (DMF), CN1N=CC2=CC=C(C=C12)C(=O)OC (Methyl 1-methyl-1H-indazole-6-carboxylate), 35C, CN(C)C=O (DMF). Conditions: time 30 minute. Product: C(=O)C1=NN(C2=CC(=CC=C12)C(=O)OC)C (methyl 3-formyl-1-methyl-1H-indazole-6-carboxylate). Reaction SMILES: P(Cl)(Cl)(Cl)=O.[CH3:6][N:7]1[C:15]2[C:10](=[CH:11][CH:12]=[C:13]([C:16]([O:18][CH3:19])=[O:17])[CH:14]=2)[CH:9]=[N:8]1.[OH-].[Na+].CN([CH:25]=[O:26])C>>[CH:25]([C:9]1[C:10]2[C:15](=[CH:14][C:13]([C:16]([O:18][CH3:19])=[O:17])=[CH:12][CH:11]=2)[N:7]([CH3:6])[N:8]=1)=[O:26] |f:2.3|. Procedure: In a dry flask under nitrogen is added dry DMF (1.6 mL) and the solution cooled to −5C in an ice/ethanol bath. Phosphorous oxychloride (530 uL, 5.7 mmol) is added via syringe and the solution is allowed to stir for 30 minutes in the bath. Methyl 1-methyl-1H-indazole-6-carboxylate, (500 mg, 2.84 mmol, prepared as in Jadhav et al, U.S. Pat. No. 5,760,028) dissolved in DMF (3 mL) is added slowly to the cold solution. The reaction is then warmed to 35C, stirred for four hours, and then poured onto c... Reactants: N[C@@H](CC(C)C)C(=O)OCC1=CC=CC=C1.CC=1C=CC(=CC1)S(=O)(=O)O (H-Leu-OBzl p-toluenesulfonate), C1C2C=CC1C3C2C(=O)N(C3=O)O (HONB), C1CCC(CC1)N=C=NC2CCCCC2 (DCC), C(C)N1CCOCC1.CN(C)C=O (N-ethylmorpholine DMF), N(CCC(=O)N[C@@H](CCCNC(N[N+](=O)[O-])=N)C(=O)NCC(=O)N[C@@H](CC1=CC=CC=C1)C(=O)N[C@@H](CC1=CC=CC=C1)C(=O)N[C@@H](CC1=CC=C(C=C1)O)C(=O)O)C(=O)OCC1=CC=CC=C1 (Z-β-Ala-Arg(NO2)-Gly-Phe-Phe-Tyr-OH). Run in CN(C)C=O (DMF). Conditions: temperature -10 celsius, time 12 hour. Product: N(CCC(=O)N[C@@H](CCCNC(N[N+](=O)[O-])=N)C(=O)NCC(=O)N[C@@H](CC1=CC=CC=C1)C(=O)N[C@@H](CC1=CC=CC=C1)C(=O)N[C@@H](CC1=CC=C(C=C1)O)C(=O)N[C@@H](CC(C)C)C(=O)OCC1=CC=CC=C1)C(=O)OCC1=CC=CC=C1 (Z-β-Ala-Arg(NO2)-Gly-Phe-Phe-Tyr-Leu-OBzl). As a reaction SMILES: [NH2:1][C@H:2]([C:7]([O:9][CH2:10][C:11]1[CH:16]=[CH:15][CH:14]=[CH:13][CH:12]=1)=[O:8])[CH2:3][CH:4]([CH3:6])[CH3:5].CC1C=CC(S(O)(=O)=O)=CC=1.C(N1CCOCC1)C.CN(C=O)C.[NH:41]([C:99]([O:101][CH2:102][C:103]1[CH:108]=[CH:107][CH:106]=[CH:105][CH:104]=1)=[O:100])[CH2:42][CH2:43][C:44]([NH:46][C@H:47]([C:58]([NH:60][CH2:61][C:62]([NH:64][C@H:65]([C:73]([NH:75][C@H:76]([C:84]([NH:86][C@H:87]([C:96](O)=[O:97])[CH2:88][C:89]1[CH:94]=[CH:93][C:92]([OH:95])=[CH:91][CH:90]=1)=[O:85])[CH2:77][C:78]1[CH:83]=[CH:82][CH:81]=[CH:80][CH:79]=1)=[O:74])[CH2:66][C:67]1[CH:72]=[CH:71][CH:70]=[CH:69][CH:68]=1)=[O:63])=[O:59])[CH2:48][CH2:49][CH2:50][NH:51][C:52](=[NH:57])[NH:53][N+:54]([O-:56])=[O:55])=[O:45].C1C2C3C(=O)N(O)C(=O)C3C1C=C2.C1CCC(N=C=NC2CCCCC2)CC1>CN(C=O)C>[NH:41]([C:99]([O:101][CH2:102][C:103]1[CH:104]=[CH:105][CH:106]=[CH:107][CH:108]=1)=[O:100])[CH2:42][CH2:43][C:44]([NH:46][C@H:47]([C:58]([NH:60][CH2:61][C:62]([NH:64][C@H:65]([C:73]([NH:75][C@H:76]([C:84]([NH:86][C@H:87]([C:96]([NH:1][C@H:2]([C:7]([O:9][CH2:10][C:11]1[CH:16]=[CH:15][CH:14]=[CH:13][CH:12]=1)=[O:8])[CH2:3][CH:4]([CH3:6])[CH3:5])=[O:97])[CH2:88][C:89]1[CH:90]=[CH:91][C:92]([OH:95])=[CH:93][CH:94]=1)=[O:85])[CH2:77][C:78]1[CH:79]=[CH:80][CH:81]=[CH:82][CH:83]=1)=[O:74])[CH2:66][C:67]1[CH:72]=[CH:71][CH:70]=[CH:69][CH:68]=1)=[O:63])=[O:59])[CH2:48][CH2:49][CH2:50][NH:51][C:52](=[NH:57])[NH:53][N+:54]([O-:56])=[O:55])=[O:45] |f:0.1,2.3|. Reported procedure: In 5 ml. of DMF was dissolved 275 mg. of H-Leu-OBzl-p-toluenesulfonate and the solution was neutralized with 0.9 ml. of 10 % N-ethylmorpholine-DMF. Under cooling at -10° C, 670 mg. of Z-β-Ala-Arg(NO2)-Gly-Phe-Phe-Tyr-OH, 251 mg. of HONB and 289 mg. of DCC were added. The mixture was stirred for 12 hours and the formed DC-urea was filtered off. The DMF was distilled off under reduced pressure and 30 ml. of water was added to the residue. The resulting precipitate was collected by filtration, wash...